Dataset: the Open Reaction Database (ORD), a public repository of structured organic reaction records. Task: describe an organic reaction: reactants, conditions, products, and yield Starting materials: CCOC(=O)c1cc(Oc2ccc(S(C)(=O)=O)cc2)c2cc(CBr)oc2c1, CS(C)=O. Product: CCOC(=O)c1cc(Oc2ccc(S(C)(=O)=O)cc2)c2cc(C=O)oc2c1. RXN SMILES: [Br:1][CH2:2][c:3]1[o:4][c:5]2[c:6]([cH:7]1)[c:8]([O:17][c:18]1[cH:19][cH:20][c:21]([S:24](=[O:25])(=[O:26])[CH3:27])[cH:22][cH:23]1)[cH:9][c:10]([C:12](=[O:13])[O:14][CH2:15][CH3:16])[cH:11]2.[CH3:28][S:29](=[O:30])[CH3:31]>>[CH:2]([c:3]1[o:4][c:5]2[c:6]([cH:7]1)[c:8]([O:17][c:18]1[cH:19][cH:20][c:21]([S:24](=[O:25])(=[O:26])[CH3:27])[cH:22][cH:23]1)[cH:9][c:10]([C:12](=[O:13])[O:14][CH2:15][CH3:16])[cH:11]2)=[O:30]. The reactants are O=C(Oc1ccccc1)c1cc(Br)ccc1O, CO, Cl, [K+], NO, [OH-]. Product: O=C(NO)c1cc(Br)ccc1O. As a reaction SMILES: [Br:3][c:4]1[cH:5][cH:6][c:7]([OH:19])[c:8]([C:9](=[O:10])[O:11][c:12]2[cH:13][cH:14][cH:15][cH:16][cH:17]2)[cH:18]1.[CH3:23][OH:24].[ClH:20].[K+:2].[NH2:21][OH:22].[OH-:1]>>[OH:1][NH:21][C:9]([c:8]1[c:7]([OH:19])[cH:6][cH:5][c:4]([Br:3])[cH:18]1)=[O:10]. Starting materials: C1(=CC=CC=C1)OC (anisole), resultant mixture, C([O-])(O)=O.[Na+] (sodium bicarbonate), CON=C(C(=O)NC1[C@@H]2N(C(=C(CS2)C=CSC=2C=NC=CC2)C(=O)OC(C2=CC=CC=C2)C2=CC=CC=C2)C1=O)C=1N=C(SC1)NC=O (benzhydryl 7-[2-metoxyimino-2-(2-formamidothiazol-4-yl)acetamido]-3-[2-(3-pyridyl)thiovinyl]-3-cephem-4-carboxylate), Cl (hydrochloric acid), C(C)(C)OC(C)C (diisopropyl ether), resultant mixture, acid. The solvent is ClCCl (dichloromethane), C(C)(=O)OCC (ethyl acetate), O (Water), CO (methanol). Yields the product CON=C(C(=O)NC1[C@@H]2N(C(=C(CS2)C=CSC=2C=NC=CC2)C(=O)O)C1=O)C=1N=C(SC1)N (7-[2-methoxyimino-2-(2-aminothiazol-4-yl)acetamido]-3-[2-(3-pyridyl)thiovinyl]-3-cephem-4-carboxylic acid). Yield: 4.8%. RXN SMILES: [CH3:1][O:2][N:3]=[C:4]([C:42]1[N:43]=[C:44]([NH:47]C=O)[S:45][CH:46]=1)[C:5]([NH:7][CH:8]1[C:40](=[O:41])[N:10]2[C:11]([C:24]([O:26]C(C3C=CC=CC=3)C3C=CC=CC=3)=[O:25])=[C:12]([CH:15]=[CH:16][S:17][C:18]3[CH:19]=[N:20][CH:21]=[CH:22][CH:23]=3)[CH2:13][S:14][C@H:9]12)=[O:6].Cl.C(=O)(O)[O-].[Na+].C1(OC)C=CC=CC=1.C(OC(C)C)(C)C>CO.ClCCl.C(OCC)(=O)C.O>[CH3:1][O:2][N:3]=[C:4]([C:42]1[N:43]=[C:44]([NH2:47])[S:45][CH:46]=1)[C:5]([NH:7][CH:8]1[C:40](=[O:41])[N:10]2[C:11]([C:24]([OH:26])=[O:25])=[C:12]([CH:15]=[CH:16][S:17][C:18]3[CH:19]=[N:20][CH:21]=[CH:22][CH:23]=3)[CH2:13][S:14][C@H:9]12)=[O:6] |f:2.3|. Reported procedure: To a solution of benzhydryl 7-[2-metoxyimino-2-(2-formamidothiazol-4-yl)acetamido]-3-[2-(3-pyridyl)thiovinyl]-3-cephem-4-carboxylate (syn isomer) (trans isomer) (2 g) in methanol (20 ml) was added conc. hydrochloric acid (0.85 ml) at ambient temperature and the resultant mixture was stirred at 25°-30° C. for 2 hours. Water and ethyl acetate were added to the reaction mixture and the resultant mixture was adjusted to pH 7.0 with saturated aqueous sodium bicarbonate. The separated organic layer wa... Starting materials: N#Cc1ccc(N=C=O)cc1C(F)(F)F, C1CCOC1, COc1ccc2c(c1)CNC2(C)C(=O)OC(C)(C)C. The product is COc1ccc2c(c1)CN(C(=O)Nc1ccc(C#N)c(C(F)(F)F)c1)C2(C)C(=O)OC(C)(C)C. Reaction SMILES: [C:1](#[N:2])[c:3]1[c:4]([C:12]([F:13])([F:14])[F:15])[cH:5][c:6]([N:9]=[C:10]=[O:11])[cH:7][cH:8]1.[CH2:35]1[O:36][CH2:37][CH2:38][CH2:39]1.[CH3:16][O:17][c:18]1[cH:19][c:20]2[c:24]([cH:25][cH:26]1)[C:23]([C:27](=[O:28])[O:29][C:30]([CH3:31])([CH3:32])[CH3:33])([CH3:34])[NH:22][CH2:21]2>>[C:1](#[N:2])[c:3]1[c:4]([C:12]([F:13])([F:14])[F:15])[cH:5][c:6]([NH:9][C:10](=[O:11])[N:22]2[CH2:21][c:20]3[cH:19][c:18]([O:17][CH3:16])[cH:26][cH:25][c:24]3[C:23]2([C:27](=[O:28])[O:29][C:30]([CH3:31])([CH3:32])[CH3:33])[CH3:34])[cH:7][cH:8]1. Starting materials: Cc1cc(F)c(Br)cc1N, ClCCl, CC(=O)Cl, ClC(Cl)Cl, Cl, O, c1ccncc1. The product is CC(=O)Nc1cc(Br)c(F)cc1C. As a reaction SMILES: [Br:11][c:12]1[c:13]([F:20])[cH:14][c:15]([CH3:19])[c:16]([NH2:17])[cH:18]1.[CH2:27]([Cl:28])[Cl:29].[CH3:7][C:8]([Cl:9])=[O:10].[CH:22]([Cl:23])([Cl:24])[Cl:25].[ClH:21].[OH2:26].[cH:1]1[cH:2][cH:3][n:4][cH:5][cH:6]1>>[CH3:7][C:8](=[O:10])[NH:17][c:16]1[c:15]([CH3:19])[cH:14][c:13]([F:20])[c:12]([Br:11])[cH:18]1. The reactants are C(CN)C(=O)NCCC(=O)O (H-β-Ala-β-ala-OH), C=O (paraformaldehyde), ClC=1C=C(CN(C(C=C2OC(OC2=O)(C)C)=O)C)C=CC1Cl (N-(3,4-Dichloro-benzyl)-2-(2,2-dimethyl-5-oxo[1,3]dioxolane-4-ylidene)-N-methyl-acetamide). The solvent is CO (methanol). Reaction conditions: temperature 55 celsius, time 5 minute. Yields the product ClC=1C=C(CN(C(=O)C2=C(C(N(C2)CCC(=O)NCCC(=O)O)=O)O)C)C=CC1Cl (3-(3-{4-[(3,4-Dichloro-benzyl)-methyl-carbamoyl]-3-hydroxy-2oxo-2,5-dihydro-pyrrol-1-yl}-propionylamino)-propionic acid). The yield is 15.6%. As a reaction SMILES: [CH2:1]=O.[CH2:3]([C:6]([NH:8][CH2:9][CH2:10][C:11]([OH:13])=[O:12])=[O:7])[CH2:4][NH2:5].[Cl:14][C:15]1[CH:16]=[C:17]([CH:32]=[CH:33][C:34]=1[Cl:35])[CH2:18][N:19]([CH3:31])[C:20](=[O:30])[CH:21]=[C:22]1[C:26](=[O:27])OC(C)(C)[O:23]1>CO>[Cl:14][C:15]1[CH:16]=[C:17]([CH:32]=[CH:33][C:34]=1[Cl:35])[CH2:18][N:19]([CH3:31])[C:20]([C:21]1[CH2:1][N:5]([CH2:4][CH2:3][C:6]([NH:8][CH2:9][CH2:10][C:11]([OH:13])=[O:12])=[O:7])[C:26](=[O:27])[C:22]=1[OH:23])=[O:30]. Reported procedure: A mixture of paraformaldehyde (0.015 g, 0.5 mmol) and methanol (1.5 mL) was warmed to 55° C. Added to this mixture was H-β-Ala-β-ala-OH (0.08 g, 0.5 mmol) and the solution was stirred 5 min. N-(3,4-Dichloro-benzyl)-2-(2,2-dimethyl-5-oxo[1,3]dioxolane-4-ylidene)-N-methyl-acetamide (0.1715 g, 0.5 mmol) was added and the mixture was stirred at 55° C. for 45 min. The mixture was concentrated and the resulting residue was triturated with ethylacetate and filtered to give the desired product as a whit...